This data is from the Open Reaction Database (ORD), a public repository of structured organic reaction records. The task is: describe an organic reaction: reactants, conditions, products, and yield Starting materials: [H-].[Na+] (sodium hydride), COC=1C(=NC=CC1)[N+](=O)[O-] (3-methoxy-2-nitropyridine), CC1(OC(CO1)CO)C (2,2-dimethyl-5-hydroxymethyl-1,3-dioxolane). The solvent is CN(P(N(C)C)(N(C)C)=O)C (hexamethylphosphoric acid triamide). Conditions: time 15 hour. Yields the product COC=1C(=NC=CC1)OCC(CO)O (3-(3-methoxy-2-pyridyloxy)-1,2-propanediol). As a reaction SMILES: [H-].[Na+].[CH3:3][O:4][C:5]1[C:6]([N+]([O-])=O)=[N:7][CH:8]=[CH:9][CH:10]=1.CC1(C)[O:19][CH2:18][CH:17]([CH2:20][OH:21])[O:16]1>CN(C)P(=O)(N(C)C)N(C)C>[CH3:3][O:4][C:5]1[C:6]([O:19][CH2:18][CH:17]([OH:16])[CH2:20][OH:21])=[N:7][CH:8]=[CH:9][CH:10]=1 |f:0.1|. Reported procedure: 26.5 g of sodium hydride are added in the course of one hour to a mixture of 161 g of 3-methoxy-2-nitropyridine and 144 g of 2,2-dimethyl-5-hydroxymethyl-1,3-dioxolane in 1,000 ml of hexamethylphosphoric acid triamide, with stirring; by means of cooling, the temperature is kept at 0°-10° during the addition. The reaction mixture is then stirred for a further 5 hours with ice-cooling and then for 15 hours at room temperature. The reaction mixture is poured onto ice and extracted with diethyl ethe... The reactants are C(C(C)C)C1=NC=C(C#N)C=C1C (6-isobutyl-5-methyl-nicotinonitrile), ice, potassium tert.-butylate, Cl.NO (hydroxylamine hydrochloride). Solvent: CO (methanol). Product: ONC(C1=CN=C(C(=C1)C)CC(C)C)=N (N-hydroxy-6-isobutyl-5-methyl-nicotinamidine). Yield: 95.4%. As a reaction SMILES: Cl.[NH2:2][OH:3].[CH2:4]([C:8]1[C:15]([CH3:16])=[CH:14][C:11]([C:12]#[N:13])=[CH:10][N:9]=1)[CH:5]([CH3:7])[CH3:6]>CO>[OH:3][NH:2][C:12](=[NH:13])[C:11]1[CH:14]=[C:15]([CH3:16])[C:8]([CH2:4][CH:5]([CH3:6])[CH3:7])=[N:9][CH:10]=1 |f:0.1|. Procedure details: To an ice-cooled solution of potassium tert.-butylate (284 g, 2.53 mmol) in methanol (4 mL), hydroxylamine hydrochloride (151 mg, 2.17 mmol) is added. The suspension is stirred for 30 min before 6-isobutyl-5-methyl-nicotinonitrile (126 mg, 0.723 mmol) is added. The mixture is refluxed for 1 h before the solvent is evaporated. The residue is dissolved in sat. aq. NaHCO3-solution (10 mL) and extracted with EA (3×15 mL). The combined org. extracts are dried over MgSO4, filtered, concentrated and dr... Reactants: N(=[N+]=[N-])C1C(N(C2=C(C(=N1)C=1C=NC=CC1)C=C(C=C2)Cl)C)=O (3-azido-7-chloro-1,3-dihydro-1-methyl-5-(3-pyridinyl)-2H-1,4-benzodiazepin-2-one), C1=CC=C(C=C1)P(C2=CC=CC=C2)C3=CC=CC=C3 (PPh3). Reported procedure: As illustrated in the scheme above and following General Procedure 7, 3-azido-7-chloro-1,3-dihydro-1-methyl-5-(3-pyridinyl)-2H-1,4-benzodiazepin-2-one (1.47 g, 4.49 mmol) and PS—PPh3 (16.4 g of 1.37 mmol/g, 22.4 mmol) were combined. After workup and purification by “catch and release,” the title compound was obtained as a slightly brown solid (1.46 g, quantitative). 1H-NMR (CDCl3): δ 8.76 (d, J=2.4 Hz, 1H), 8.72 (dd, J=1.6 Hz, J=5.2 Hz, 1H), 8.06 (dt, J=2.4 Hz, J=7.6 Hz, 1H), 7.58 (dd, J=2.4 Hz,... The product is NC1C(N(C2=C(C(=N1)C=1C=NC=CC1)C=C(C=C2)Cl)C)=O (3-Amino-7-chloro-1,3-dihydro-1-methyl-5-(3-pyridinyl)-2H-1,4-benzodiazepin-2-one). RXN SMILES: [N:1]([CH:4]1[N:10]=[C:9]([C:11]2[CH:12]=[N:13][CH:14]=[CH:15][CH:16]=2)[C:8]2[CH:17]=[C:18]([Cl:21])[CH:19]=[CH:20][C:7]=2[N:6]([CH3:22])[C:5]1=[O:23])=[N+]=[N-].C1C=CC(P(C2C=CC=CC=2)C2C=CC=CC=2)=CC=1>>[NH2:1][CH:4]1[N:10]=[C:9]([C:11]2[CH:12]=[N:13][CH:14]=[CH:15][CH:16]=2)[C:8]2[CH:17]=[C:18]([Cl:21])[CH:19]=[CH:20][C:7]=2[N:6]([CH3:22])[C:5]1=[O:23]. Reactants: CO, CN(C)Cc1ccc2c(c1)CCN(C(=O)C(F)(F)F)CC2, [K+], [K+], O=C([O-])[O-], O. Product: CN(C)Cc1ccc2c(c1)CCNCC2. Reaction SMILES: [CH3:29][OH:30].[CH3:8][N:9]([CH3:10])[CH2:11][c:12]1[cH:13][c:14]2[c:15]([cH:27][cH:28]1)[CH2:16][CH2:17][N:18]([C:21](=[O:22])[C:23]([F:24])([F:25])[F:26])[CH2:19][CH2:20]2.[K+:2].[K+:3].[O-:4][C:5]([O-:6])=[O:7].[OH2:1]>>[CH3:8][N:9]([CH3:10])[CH2:11][c:12]1[cH:13][c:14]2[c:15]([cH:27][cH:28]1)[CH2:16][CH2:17][NH:18][CH2:19][CH2:20]2. Starting materials: [O-]S(=O)(=O)[O-].[Na+].[Na+] (Na2SO4), [H-].[H-].[H-].[H-].[Li+].[Al+3] (LiAlH4), solution, S1C(=NC=C1)C(C(=O)OCC)C (ethyl 2-(thiazol-2-yl)propanoate), [H-].[H-].[H-].[H-].[Li+].[Al+3] (LiAlH4), solution, [H-].[H-].[H-].[H-].[Li+].[Al+3] (LiAlH4), solution. The solvent is CCOCC (ether), CCOCC (ether), CCOCC (ether), CCOCC (ether). Run at time 1 hour. Yields the product S1C(=NC=C1)C(CO)C (2-(Thiazol-2-yl)propan-1-ol). The yield is 80.8%. RXN SMILES: [S:1]1[CH:5]=[CH:4][N:3]=[C:2]1[CH:6]([CH3:12])[C:7](OCC)=[O:8].[H-].[H-].[H-].[H-].[Li+].[Al+3].[O-]S([O-])(=O)=O.[Na+].[Na+]>CCOCC>[S:1]1[CH:5]=[CH:4][N:3]=[C:2]1[CH:6]([CH3:12])[CH2:7][OH:8] |f:1.2.3.4.5.6,7.8.9|. Procedure details: To a stirred solution of ethyl 2-(thiazol-2-yl)propanoate (418 mg, 2.3 mmol) in ether (15 ml) at -10° C. was added LiAlH4 (2.2 ml of a 1.0M solution in ether, 2.2 mmol) dropwise. After 2 h at -10° C. more LiAlH4 (0.5 ml of a 1.0M solution in ether, 0.5 mmol) was added. After a further 1 h more LiAlH4 (0.5 ml of a 1.0M solution in ether, 0.5 mmol) was added. Stirring was continued for 1 h then Na2SO4 (sat., 3 ml) was added and the mixture stirred at room temperature for 10 min. The mixture was fi... Run in O (H2O), CC#N (CH3CN), CC#N (CH3CN). Isolated yield 43.9%. Reaction SMILES: Br[C:2]1[N:3]=[C:4]([NH:10][C:11]2[CH:12]=[N:13][N:14]([CH2:16][CH2:17][OH:18])[CH:15]=2)[C:5](=[O:9])[N:6]([CH3:8])[CH:7]=1.[C:19]([O:22][CH2:23][C:24]1[C:29](B2OC(C)(C)C(C)(C)O2)=[CH:28][CH:27]=[CH:26][C:25]=1[N:39]1[CH2:51][CH2:50][N:42]2[C:43]3[CH2:44][CH2:45][CH2:46][CH2:47][C:48]=3[CH:49]=[C:41]2[C:40]1=[O:52])(=[O:21])[CH3:20].CC(O[Na])=O.[O-]P([O-])([O-])=O.[K+].[K+].[K+]>CC#N.C1C=CC(P(C2C=CC=CC=2)[C-]2C=CC=C2)=CC=1.C1C=CC(P(C2C=CC=CC=2)[C-]2C=CC=C2)=CC=1.Cl[Pd]Cl.[Fe+2].O>[C:19]([O:22][CH2:23][C:24]1[C:25]([N:39]2[CH2:51][CH2:50][N:42]3[C:43]4[CH2:44][CH2:45][CH2:46][CH2:47][C:48]=4[CH:49]=[C:41]3[C:40]2=[O:52])=[CH:26][CH:27]=[CH:28][C:29]=1[C:2]1[N:3]=[C:4]([NH:10][C:11]2[CH:12]=[N:13][N:14]([CH2:16][CH2:17][OH:18])[CH:15]=2)[C:5](=[O:9])[N:6]([CH3:8])[CH:7]=1)(=[O:21])[CH3:20] |f:3.4.5.6,8.9.10.11|. Reported procedure: A mixture of 140a (595 mg, 1.9 mmol), 2-(1-oxo-3,4,6,7,8,9-hexahydropyrazino[1,2-a]indol-2(1H)-yl)-6-(4,4,5,5-tetramethyl-1,3,2-dioxaborolan-2-yl)benzyl acetate 114a (882 mg, 1.9 mmol), CH3COONa (309 mg, 3.8 mmol), PdCl2(dppf) (153 mg, 0.19 mmol) and K3PO4 (1 g, 3.8 mmol) suspended in CH3CN (30 mL) and H2O (2 mL) was heated at 110° C. for 15 h under argon atmosphere. After reaction CH3CN was evaporated and the residue was purified by reverse phase Combi-flash eluting with 0.3% NH4HCO3 in 1:4 wat... Starting materials: BrC=1N=C(C(N(C1)C)=O)NC=1C=NN(C1)CCO (5-Bromo-3-(1-(2-hydroxyethyl)-1H-pyrazol-4-ylamino)-1-methylpyrazin-2(1H)-one), C(C)(=O)OCC1=C(C=CC=C1B1OC(C(O1)(C)C)(C)C)N1C(C=2N(C=3CCCCC3C2)CC1)=O (2-(2-(Acetoxymethyl)-3-(4,4,5,5-tetramethyl-1,3,2-dioxaborolan-2-yl)phenyl)-3,4,6,7,8,9-hexahydropyrazino[1,2-a]indol-1(2H)-one), CC(=O)O[Na] (CH3COONa), [O-]P(=O)([O-])[O-].[K+].[K+].[K+] (K3PO4). Yields the product C(C)(=O)OCC1=C(C=CC=C1N1C(C=2N(C=3CCCCC3C2)CC1)=O)C=1N=C(C(N(C1)C)=O)NC=1C=NN(C1)CCO (2-(6-(1-(2-Hydroxyethyl)-1H-pyrazol-4-ylamino)-4-methyl-5-oxo-4,5-dihydropyrazin-2-yl)-6-(1-oxo-3,4,6,7,8,9-hexahydropyrazino[1,2-a]indol-2(1H)-yl)benzyl acetate). Reagents/catalysts: C1=CC=C(C=C1)P([C-]2C=CC=C2)C3=CC=CC=C3.C1=CC=C(C=C1)P([C-]2C=CC=C2)C3=CC=CC=C3.Cl[Pd]Cl.[Fe+2] (PdCl2(dppf)). The reactants are BrCC(=O)C1=CC=C(C=C1)Cl (2-bromo-4'-chloroacetophenone), C(C1=CC=CC=C1)C1CCNCC1 (4-benzylpiperidine), C([O-])([O-])=O.[K+].[K+] (potassium carbonate). Run in C(C)O (ethanol). Conditions: time 8 hour. The product is C(C1=CC=CC=C1)C1CCN(CC1)CC(=O)C1=CC=C(C=C1)Cl (2-(4-Benzylpiperidino)-4'-chloroacetophenone). RXN SMILES: Br[CH2:2][C:3]([C:5]1[CH:10]=[CH:9][C:8]([Cl:11])=[CH:7][CH:6]=1)=[O:4].[CH2:12]([CH:19]1[CH2:24][CH2:23][NH:22][CH2:21][CH2:20]1)[C:13]1[CH:18]=[CH:17][CH:16]=[CH:15][CH:14]=1.C(=O)([O-])[O-].[K+].[K+]>C(O)C>[CH2:12]([CH:19]1[CH2:24][CH2:23][N:22]([CH2:2][C:3]([C:5]2[CH:10]=[CH:9][C:8]([Cl:11])=[CH:7][CH:6]=2)=[O:4])[CH2:21][CH2:20]1)[C:13]1[CH:18]=[CH:17][CH:16]=[CH:15][CH:14]=1 |f:2.3.4|. Reported procedure: A mixture of 23.35 g (0.1 mol) of 2-bromo-4'-chloroacetophenone, 17.5 g (0.1 mol) of 4-benzylpiperidine and 13.8 g (0.1 mol) of potassium carbonate in 250 ml of anhydrous ethanol is heated under reflux for 3 hours and then left to stand overnight. The inorganic materials are filtered off and washed with ethanol and the filtrate is evaporated in vacuo. A brown oily residue remains, which is triturated with diethyl ether. A solid forms and is filtered off and then washed with diethyl ether. The fi...